From a dataset of the Open Reaction Database (ORD), a public repository of structured organic reaction records. describe an organic reaction: reactants, conditions, products, and yield Reactants: C(C)(=O)OCC (ethyl acetate), C(C)OC(CC#N)=O (ethylcyanoacetate), C(C)(C)(C)OC(N(C)C)N(C)C (t-butoxy bis(dimethylamino)methane), NC=1C=C2C=CNC2=CC1 (5-aminoindole). Solvent: C(CCC)O (n-butanol). Run at time 18 hour. The product is C(C)OC(=O)C=1N=CN(C1)C=1C=C2C=CNC2=CC1 (1-(1H-indol-5-yl)-imidazole-4-carboxylic acid ethyl ester). Isolated yield 16.7%. RXN SMILES: [CH2:1]([O:3][C:4](=[O:8])[CH2:5][C:6]#[N:7])[CH3:2].C(O[CH:14](N(C)C)[N:15](C)C)(C)(C)C.N[C:22]1[CH:23]=[C:24]2[C:28](=[CH:29][CH:30]=1)[NH:27][CH:26]=[CH:25]2.C(OCC)(=O)C>C(O)CCC>[CH2:1]([O:3][C:4]([C:5]1[N:15]=[CH:14][N:7]([C:22]2[CH:23]=[C:24]3[C:28](=[CH:29][CH:30]=2)[NH:27][CH:26]=[CH:25]3)[CH:6]=1)=[O:8])[CH3:2]. Reported procedure: A mixture of ethylcyanoacetate (1.0 g, 7.75 mmol) and t-butoxy bis(dimethylamino)methane (2.7 g, 15.5 mmol) was stirred for 18 h at room temperature. After distillation under reduced pressure, 5-aminoindole (1.3 g, 7.75 mmol) was added. The mixture was dissolved in n-butanol, and refluxed for 15 h. The reaction solution was cooled, ethyl acetate was added thereto, and washed with aqueous sodium bicarbonate solution. The organic layer was dried over anhydrous magnesium sulfate and concentrated un... Starting materials: ClC1=C(C(=CC=C1)F)N=C=S (1-chloro-3-fluoro-2-isothiocyanatobenzene), ClC1=C(C(=CC=C1)F)N=C=S (1-Chloro-3-fluoro-2-isothiocyanatobenzene), C(C)(=O)C(C(NC1=C(C=CC=C1F)Cl)=S)C1=C(C=C(C=C1)F)Br (α-acetyl-2-bromo-N-(2-chloro-6-fluorophenyl)-4-fluorobenzene-ethanethioamide), O (water), C(C)(=O)O (acetic acid), CNN (methylhydrazine), CC(C)([O-])C.[K+] (potassium tert-butoxide), BrC1=C(C=CC(=C1)F)CC(C)=O (1-(2-bromo-4-fluorophenyl)-2-propanone), C(C)(=O)C(C#N)C1=C(C=C(C=C1)F)Br (α-acetyl-2-bromo-4-fluorobenzeneacetonitrile), IC (Iodomethane). Solvent: C1CCOC1 (THF), C1CCOC1 (THF), C1CCOC1 (THF). Run at time 1 hour. The product is BrC1=C(C=CC(=C1)F)C=1C(=NN(C1NC1=C(C=CC=C1F)Cl)C)C (4-(2-Bromo-4-fluorophenyl)-N-(2-chloro-6-fluorophenyl)-1,3-dimethyl-1H-pyrazol-5-amine). As a reaction SMILES: CC(C)([O-])C.[K+].BrC1C=C(F)C=CC=1CC(=O)C.C(C(C1C=CC(F)=CC=1Br)C#N)(=O)C.ClC1C=CC=C(F)C=1N=C=S.IC.[C:46]([CH:49]([C:61]1[CH:66]=[CH:65][C:64]([F:67])=[CH:63][C:62]=1[Br:68])[C:50](=S)[NH:51][C:52]1[C:57]([F:58])=[CH:56][CH:55]=[CH:54][C:53]=1[Cl:59])(=O)[CH3:47].O.C(O)(=O)C.[CH3:74][NH:75][NH2:76]>C1COCC1>[Br:68][C:62]1[CH:63]=[C:64]([F:67])[CH:65]=[CH:66][C:61]=1[C:49]1[C:46]([CH3:47])=[N:76][N:75]([CH3:74])[C:50]=1[NH:51][C:52]1[C:57]([F:58])=[CH:56][CH:55]=[CH:54][C:53]=1[Cl:59] |f:0.1|. Reported procedure: To a solution of potassium tert-butoxide (0.41 g, 3.3 mmol) in THF (20 mL) at 0° C. was added a solution of 1-(2-bromo-4-fluorophenyl)-2-propanone (i.e. the product of Step A) (0.70 g, 3.0 mmol) in THF (10 mL) over 5 minutes. Stirring was continued for 1 h and then the temperature was reduced to −10° C. A solution of 1-chloro-3-fluoro-2-isothiocyanatobenzene (i.e. the product of Step B) (0.57 g, 3.0 mmol) in THF (10 mL) was added over 6 minutes, and stirring was continued for 15 minutes. Iodomet...